This data is from the Open Reaction Database (ORD), a public repository of structured organic reaction records. The task is: describe an organic reaction: reactants, conditions, products, and yield Reactants: ON1C(CC(CC1(C)C)=O)(C)C (1-oxyl-2,2,6,6-tetramethylpiperidin-4-one), C(C)(C)(C)OO (tert-butyl hydroperoxide), C(C)C1=CC=CC=C1 (ethylbenzene). The reagents and catalysts are [Mo](=O)(=O)=O (molybdenum trioxide). Product: CC(C1=CC=CC=C1)ON1C(CC(CC1(C)C)=O)(C)C (1-alpha-Methylbenzyloxy-2,2,6,6-tetramethylpiperidin-4-one). Isolated yield 67.0%. As a reaction SMILES: [OH:1][N:2]1[C:7]([CH3:9])([CH3:8])[CH2:6][C:5](=[O:10])[CH2:4][C:3]1([CH3:12])[CH3:11].C(OO)(C)(C)C.[CH2:19]([C:21]1[CH:26]=[CH:25][CH:24]=[CH:23][CH:22]=1)[CH3:20]>[Mo](=O)(=O)=O>[CH3:20][CH:19]([O:1][N:2]1[C:7]([CH3:8])([CH3:9])[CH2:6][C:5](=[O:10])[CH2:4][C:3]1([CH3:12])[CH3:11])[C:21]1[CH:26]=[CH:25][CH:24]=[CH:23][CH:22]=1. Procedure details: A mixture of 40.0 grams (235 mmol) of 1-oxyl-2,2,6,6-tetramethylpiperidin-4-one, 60.5 grams (470 mmol) of 70% aqueous tert-butyl hydroperoxide, 3.0 grams of molybdenum trioxide, and 200 ml of ethylbenzene is heated at reflux for four hours. Water is collected in a Dean-Stark trap. Solids are removed by filtration, and the filtrate is concentrated under reduced pressure. Kugelrohr distillation of the crude product, followed by recrystallization from methanol, affords 42.8 grams (67% yield) of the... Starting materials: CCOC(=O)C(C)(C)c1ccc(B2OC(C)(C)C(C)(C)O2)cc1, Cc1noc(-c2ccc(Br)cc2)c1NC(=O)OC(C)c1ccccc1F. Product: CCOC(=O)C(C)(C)c1ccc(-c2ccc(-c3onc(C)c3NC(=O)OC(C)c3ccccc3F)cc2)cc1. As a reaction SMILES: [CH2:27]([CH3:28])[O:29][C:30]([C:31]([CH3:32])([c:33]1[cH:34][cH:35][c:36]([B:39]2[O:40][C:41]([CH3:42])([CH3:43])[C:44]([CH3:45])([CH3:46])[O:47]2)[cH:37][cH:38]1)[CH3:48])=[O:49].[F:1][c:2]1[c:3]([CH:8]([CH3:9])[O:10][C:11]([NH:12][c:13]2[c:14]([CH3:25])[n:15][o:16][c:17]2-[c:18]2[cH:19][cH:20][c:21]([Br:24])[cH:22][cH:23]2)=[O:26])[cH:4][cH:5][cH:6][cH:7]1>>[F:1][c:2]1[c:3]([CH:8]([CH3:9])[O:10][C:11]([NH:12][c:13]2[c:14]([CH3:25])[n:15][o:16][c:17]2-[c:18]2[cH:19][cH:20][c:21](-[c:36]3[cH:35][cH:34][c:33]([C:31]([C:30]([O:29][CH2:27][CH3:28])=[O:49])([CH3:32])[CH3:48])[cH:38][cH:37]3)[cH:22][cH:23]2)=[O:26])[cH:4][cH:5][cH:6][cH:7]1. Reactants: BrCC1CCCO1, CC(C)(C)N1C(=O)C(NCCCCc2ccccc2)=C(c2ccccc2)S1(=O)=O, O=C(O)C(F)(F)F, [K+], [K+], O=C([O-])[O-]. Product: O=C1C(NCCCCc2ccccc2)=C(c2ccccc2)S(=O)(=O)N1CC1CCCO1. Reaction SMILES: [Br:30][CH2:31][CH:32]1[O:33][CH2:34][CH2:35][CH2:36]1.[C:1]([CH3:2])([CH3:3])([CH3:4])[N:5]1[S:6](=[O:28])(=[O:29])[C:7]([c:22]2[cH:23][cH:24][cH:25][cH:26][cH:27]2)=[C:8]([NH:11][CH2:12][CH2:13][CH2:14][CH2:15][c:16]2[cH:17][cH:18][cH:19][cH:20][cH:21]2)[C:9]1=[O:10].[F:43][C:44]([F:45])([F:46])[C:47]([OH:48])=[O:49].[K+:37].[K+:38].[O-:39][C:40]([O-:41])=[O:42]>>[N:5]1([CH2:31][CH:32]2[O:33][CH2:34][CH2:35][CH2:36]2)[S:6](=[O:28])(=[O:29])[C:7]([c:22]2[cH:23][cH:24][cH:25][cH:26][cH:27]2)=[C:8]([NH:11][CH2:12][CH2:13][CH2:14][CH2:15][c:16]2[cH:17][cH:18][cH:19][cH:20][cH:21]2)[C:9]1=[O:10]. Reactants: ClC1=C(OC2=CC(=C(C=C2)[N+](=O)[O-])[N+](=O)[O-])C=CC(=C1)C(F)(F)F (4-(2-chloro-4-trifluoromethylphenoxy)-1,2-dinitrobenzene), [PH2](=O)[O-].[Na+] (sodium hypophosphite), cupric sulfate. Run in methyl nitrile water, O (water). Product: [N+](=O)([O-])C1=C(C=C(C=C1)OC1=C(C=C(C=C1)C(F)(F)F)Cl)P(O)=O (2-nitro-5-(2-chloro-4-trifluoromethylphenoxy)phenylphosphinic acid). As a reaction SMILES: [Cl:1][C:2]1[CH:20]=[C:19]([C:21]([F:24])([F:23])[F:22])[CH:18]=[CH:17][C:3]=1[O:4][C:5]1[CH:10]=[CH:9][C:8]([N+:11]([O-:13])=[O:12])=[C:7]([N+]([O-])=O)[CH:6]=1.[PH2:25]([O-:27])=[O:26].[Na+]>O>[N+:11]([C:8]1[CH:9]=[CH:10][C:5]([O:4][C:3]2[CH:17]=[CH:18][C:19]([C:21]([F:24])([F:23])[F:22])=[CH:20][C:2]=2[Cl:1])=[CH:6][C:7]=1[PH:25](=[O:26])[OH:27])([O-:13])=[O:12] |f:1.2|. Procedure details: A mixture of 4-(2-chloro-4-trifluoromethylphenoxy)-1,2-dinitrobenzene (1.8 g, 4.97 mmol), sodium hypophosphite (0.88 g, 9.94 mmol) and cupric sulfate (180 mg) in 20 ml of methyl nitrile/water (4:1) is heated under reflux for 24 hours. The reaction is poured into water, extracted with methylene chloride, dired and chromatographed (silica gel, eluting with 10% methanol/chloroform) to yield 2-nitro-5-(2-chloro-4-trifluoromethylphenoxy)phenylphosphinic acid. Starting materials: CO, CCc1c(C)cccc1C(=O)OC, [K+], [OH-]. Yields the product CCc1c(C)cccc1C(=O)O. As a reaction SMILES: [CH3:16][OH:17].[CH3:1][O:2][C:3]([c:4]1[c:5]([CH2:11][CH3:12])[c:6]([CH3:10])[cH:7][cH:8][cH:9]1)=[O:13].[K+:15].[OH-:14]>>[O:2]=[C:3]([c:4]1[c:5]([CH2:11][CH3:12])[c:6]([CH3:10])[cH:7][cH:8][cH:9]1)[OH:13]. Starting materials: C(C)(=O)O.N=C1NCCC(C1)C (2-imino-4-methylpiperidine acetate), NN1CC2=CC=CC=C2C=C1 (2-aminoisoquinoline). Product: C(C)(=O)O.NN1CC=2CCCCC2C=C1 (2-amino-5,6,7,8-tetrahydroisoquinoline acetate). RXN SMILES: [C:1]([OH:4])(=[O:3])[CH3:2].N=C1CC(C)CCN1.[NH2:13][N:14]1[CH:23]=[CH:22][C:21]2[C:16](=[CH:17][CH:18]=[CH:19][CH:20]=2)[CH2:15]1>>[C:1]([OH:4])(=[O:3])[CH3:2].[NH2:13][N:14]1[CH:23]=[CH:22][C:21]2[CH2:20][CH2:19][CH2:18][CH2:17][C:16]=2[CH2:15]1 |f:0.1,3.4|. Procedure details: The method of preparation of 2-imino-4-methylpiperidine acetate was used to convert 2-aminoisoquinoline to the title compound except platinum oxide was used as the catalyst. The product was triturated with EtOH to give a white solid. The analysis of the product was found to be consistent with the proposed structure. 1H NMR (D2O): δ 7.35 (d, J=6 Hz, 1H); 6.55 (d, J=6 Hz, 1H); 2.6-2.5 (m, 2H); 2.20-2.10 (m, 2H); 1.75 (s, 3H); 1.70-1.50 (m, 4H).